Dataset: the Open Reaction Database (ORD), a public repository of structured organic reaction records. Task: describe an organic reaction: reactants, conditions, products, and yield Reactants: FC1=C2C=CC=C(C2=CC(=C1)F)C (5,7-Difluoro-1-methylnaphthaline), BrN1C(CCC1=O)=O (N-bromosuccinimide), C(C1=CC=CC=C1)(=O)OOC(C1=CC=CC=C1)=O (dibenzoylperoxide). The solvent is C(Cl)(Cl)(Cl)Cl (carbon tetrachloride). The product is FC1=C2C=CC=C(C2=CC(=C1)F)CBr (5,7-Difluoro-1-bromomethylnaphthaline). RXN SMILES: [F:1][C:2]1[CH:11]=[C:10]([F:12])[CH:9]=[C:8]2[C:3]=1[CH:4]=[CH:5][CH:6]=[C:7]2[CH3:13].[Br:14]N1C(=O)CCC1=O.C(OOC(=O)C1C=CC=CC=1)(=O)C1C=CC=CC=1>C(Cl)(Cl)(Cl)Cl>[F:1][C:2]1[CH:11]=[C:10]([F:12])[CH:9]=[C:8]2[C:3]=1[CH:4]=[CH:5][CH:6]=[C:7]2[CH2:13][Br:14]. Reported procedure: 1.35 g of 5,7-Difluoro-1-methylnaphthaline in 10 ml of carbon tetrachloride are refluxed for 41/2 hours with 1.4 g of N-bromosuccinimide and 50 mg of dibenzoylperoxide. The cooled mixture is filtered and the solvent removed under vacuum. The purity of the crystalline crude product is sufficient for further reaction, m.p. 74°-76.5°. Starting materials: Intermediate 55, C(C)(C)(C)OC(=O)N([C@@H](C(C)C)C(=O)N[C@@H](C(C)C)C(=O)N(C)[C@H]([C@@H](CC(=O)N1[C@@H](CCC1)[C@@H]([C@@H](C)C(=O)O)OC)OC)[C@H](CC)C)C (N-(tert-butoxycarbonyl)-N-methyl-L-valyl-N-[(3R,4S,5S)-1-{(2S)-2-[(1R,2R)-2-carboxy-1-methoxypropyl]pyrrolidin-1-yl}-3-methoxy-5-methyl-1-oxoheptan-4-yl]-N-methyl-L-valinamide), C(C1=CC=CC=C1)S(=O)(=O)C[C@H](CC1=CC=CC=C1)N ((2S)-1-(benzylsulphonyl)-3-phenylpropan-2-amine). Product: C(C)(C)(C)OC(=O)N([C@@H](C(C)C)C(=O)N[C@@H](C(C)C)C(=O)N(C)[C@H]([C@@H](CC(=O)N1[C@@H](CCC1)[C@@H]([C@H](C(=O)N[C@H](CS(=O)(=O)CC1=CC=CC=C1)CC1=CC=CC=C1)C)OC)OC)[C@H](CC)C)C (N-(tert-Butoxycarbonyl)-N-methyl-L-valyl-N-[(3R,4S,5S)-1-{(2S)-2-[(1R,2R)-3-{[(2S)-1-(benzylsulphonyl)-3-phenylpropan-2-yl]amino}-1-methoxy-2-methyl-3-oxopropyl]pyrrolidin-1-yl}-3-methoxy-5-methyl-1-oxoheptan-4-yl]-N-methyl-L-valinamide). Reaction SMILES: [C:1]([O:5][C:6]([N:8]([CH3:48])[C@H:9]([C:13]([NH:15][C@H:16]([C:20]([N:22]([C@@H:24]([C@@H:44]([CH3:47])[CH2:45][CH3:46])[C@H:25]([O:42][CH3:43])[CH2:26][C:27]([N:29]1[CH2:33][CH2:32][CH2:31][C@H:30]1[C@H:34]([O:40][CH3:41])[C@H:35]([C:37](O)=[O:38])[CH3:36])=[O:28])[CH3:23])=[O:21])[CH:17]([CH3:19])[CH3:18])=[O:14])[CH:10]([CH3:12])[CH3:11])=[O:7])([CH3:4])([CH3:3])[CH3:2].[CH2:49]([S:56]([CH2:59][C@@H:60]([NH2:68])[CH2:61][C:62]1[CH:67]=[CH:66][CH:65]=[CH:64][CH:63]=1)(=[O:58])=[O:57])[C:50]1[CH:55]=[CH:54][CH:53]=[CH:52][CH:51]=1>>[C:1]([O:5][C:6]([N:8]([CH3:48])[C@H:9]([C:13]([NH:15][C@H:16]([C:20]([N:22]([C@@H:24]([C@@H:44]([CH3:47])[CH2:45][CH3:46])[C@H:25]([O:42][CH3:43])[CH2:26][C:27]([N:29]1[CH2:33][CH2:32][CH2:31][C@H:30]1[C@H:34]([O:40][CH3:41])[C@@H:35]([CH3:36])[C:37]([NH:68][C@@H:60]([CH2:61][C:62]1[CH:63]=[CH:64][CH:65]=[CH:66][CH:67]=1)[CH2:59][S:56]([CH2:49][C:50]1[CH:51]=[CH:52][CH:53]=[CH:54][CH:55]=1)(=[O:58])=[O:57])=[O:38])=[O:28])[CH3:23])=[O:21])[CH:17]([CH3:19])[CH3:18])=[O:14])[CH:10]([CH3:11])[CH3:12])=[O:7])([CH3:2])([CH3:4])[CH3:3]. Procedure details: N-(tert-Butoxycarbonyl)-N-methyl-L-valyl-N-[(3R,4S,5S)-1-{(2S)-2-[(1R,2R)-3-{[(2S)-1-(benzylsulphonyl)-3-phenylpropan-2-yl]amino}-1-methoxy-2-methyl-3-oxopropyl]pyrrolidin-1-yl}-3-methoxy-5-methyl-1-oxoheptan-4-yl]-N-methyl-L-valinamide was prepared in analogy to the synthesis of Intermediate 55, by reaction of 20 mg (29 μmol) of N-(tert-butoxycarbonyl)-N-methyl-L-valyl-N-[(3R,4S,5S)-1-{(2S)-2-[(1R,2R)-2-carboxy-1-methoxypropyl]pyrrolidin-1-yl}-3-methoxy-5-methyl-1-oxoheptan-4-yl]-N-methyl-L-val... Starting materials: C([O-])([O-])=O.[Na+].[Na+] (sodium carbonate), ClC1=NC=CC(=N1)C=1C=NN(C1)C(CC#N)C1CCCC1 (3-(4-(2-chloropyrimidin-4-yl)-1H-pyrazol-1-yl)-3-cyclopentylpropanenitrile), N1(CCNCC1)C1=CC=C(N)C=C1 (4-(piperazin-1-yl)aniline), C1(=CC=C(C=C1)S(=O)(=O)O)C (p-toluenesulfonic acid), CS(=O)(=O)Cl (methanesulfonyl chloride). The solvent is O (water), O1CCOCC1 (1,4-dioxane). Run at time 30 minute. The product is C1(CCCC1)C(CC#N)N1N=CC(=C1)C1=NC(=NC=C1)NC1=CC=C(C=C1)N1CCN(CC1)S(=O)(=O)C (3-cyclopentyl-3-(4-(2-(4-(4-(methylsulfonyl)piperazin-1-yl)phenylamino)pyrimidin-4-yl)-1H-pyrazol-1-yl)propanenitrile), mixture. Isolated yield 63.0%. Reaction SMILES: Cl[C:2]1[N:7]=[C:6]([C:8]2[CH:9]=[N:10][N:11]([CH:13]([CH:17]3[CH2:21][CH2:20][CH2:19][CH2:18]3)[CH2:14][C:15]#[N:16])[CH:12]=2)[CH:5]=[CH:4][N:3]=1.[N:22]1([C:28]2[CH:34]=[CH:33][C:31]([NH2:32])=[CH:30][CH:29]=2)[CH2:27][CH2:26][NH:25][CH2:24][CH2:23]1.C1(C)C=C[C:38]([S:41](O)(=[O:43])=[O:42])=CC=1.C(=O)([O-])[O-].[Na+].[Na+].CS(Cl)(=O)=O>O1CCOCC1.O>[CH:17]1([CH:13]([N:11]2[CH:12]=[C:8]([C:6]3[CH:5]=[CH:4][N:3]=[C:2]([NH:32][C:31]4[CH:33]=[CH:34][C:28]([N:22]5[CH2:23][CH2:24][N:25]([S:41]([CH3:38])(=[O:43])=[O:42])[CH2:26][CH2:27]5)=[CH:29][CH:30]=4)[N:7]=3)[CH:9]=[N:10]2)[CH2:14][C:15]#[N:16])[CH2:21][CH2:20][CH2:19][CH2:18]1 |f:3.4.5|. Procedure details: A mixture of 3-(4-(2-chloropyrimidin-4-yl)-1H-pyrazol-1-yl)-3-cyclopentylpropanenitrile (30 mg, 0.1 mmol), 4-(piperazin-1-yl)aniline (28.5 mg, 0.149 mmol), and p-toluenesulfonic acid (14 mg, 0.084 mmol) in dry 1,4-dioxane (0.8 mL) was refluxed overnight, then cooled to room temperature. To the resulting mixture was added 1.0 M sodium carbonate in water (0.8 mL), followed by methanesulfonyl chloride (0.015 mL, 0.20 mmol). The reaction was stirred at room temperature for 30 min and the phases were... Reactants: ClC1=CC=C2/C(/C(NC2=C1)=O)=C/C1=C(C=CC(=C1)Cl)O (Z-6-chloro-3-(5-chloro-2-hydroxy-benzylidene)-1,3-dihydro-indol-2-one), ClC1=CC=C2CC(NC2=C1)=O (6-chlorooxindole), COC(C1=C(C=C(C=C1)Cl)C=O)=O (4-chloro-2-formyl-benzoic acid methyl ester), N1CCCC1 (pyrrolidine). The solvent is CO (methanol). Conditions: temperature 70 celsius. Yields the product COC(C1=C(C=C(C=C1)Cl)C=C1C(NC2=CC(=CC=C12)Cl)=O)=O (4-Chloro-2-(6-chloro-2-oxo-1,2-dihydro-indol-3-ylidenemethyl)-benzoic acid methyl ester). Reaction SMILES: [Cl:1][C:2]1[CH:10]=[C:9]2[C:5]([CH2:6][C:7](=[O:11])[NH:8]2)=[CH:4][CH:3]=1.[CH3:12][O:13][C:14](=[O:24])[C:15]1[CH:20]=[CH:19][C:18]([Cl:21])=[CH:17][C:16]=1[CH:22]=O.N1CCCC1.ClC1C=C2C(/C(=C/C3C=C(Cl)C=CC=3O)/C(=O)N2)=CC=1>CO>[CH3:12][O:13][C:14](=[O:24])[C:15]1[CH:20]=[CH:19][C:18]([Cl:21])=[CH:17][C:16]=1[CH:22]=[C:6]1[C:5]2[C:9](=[CH:10][C:2]([Cl:1])=[CH:3][CH:4]=2)[NH:8][C:7]1=[O:11]. Reported procedure: To the mixture of 6-chlorooxindole (1.2 g, 7 mmol) and 4-chloro-2-formyl-benzoic acid methyl ester (1.4 g, 7 mmol) in methanol (10 mL) was added pyrrolidine (490 mg, 7 mmol) dropwise. The mixture was then heated at 70° C. for 3 h. After cooled to 4° C., the mixture was filtered and the precipitate was collected, dried to give a mixture of E/Z-6-chloro-3-(5-chloro-2-hydroxy-benzylidene)-1,3-dihydro-indol-2-one as a bright yellow solid (500 mg).